From a dataset of the Open Reaction Database (ORD), a public repository of structured organic reaction records. describe an organic reaction: reactants, conditions, products, and yield Starting materials: C1(=CC=CC=C1)CNCCCCCCCNCC1=CC=CC=C1 (N,N'-bis[(phenyl)methyl]-1,7-heptanediamine), C(=C)C(=O)C (methyl vinyl ketone). Solvent: CO (methanol). Product: O=C(CCN(CCCCCCCN(CC1=CC=CC=C1)CCC(C)=O)CC1=CC=CC=C1)C (N,N'-Bis[(3-oxo)butyl]-N,N'-bis[(phenyl)methyl]-1,7-diaminoheptane). Reaction SMILES: [C:1]1([CH2:7][NH:8][CH2:9][CH2:10][CH2:11][CH2:12][CH2:13][CH2:14][CH2:15][NH:16][CH2:17][C:18]2[CH:23]=[CH:22][CH:21]=[CH:20][CH:19]=2)[CH:6]=[CH:5][CH:4]=[CH:3][CH:2]=1.[CH:24]([C:26]([CH3:28])=[O:27])=[CH2:25]>CO>[O:27]=[C:26]([CH3:28])[CH2:24][CH2:25][N:16]([CH2:17][C:18]1[CH:23]=[CH:22][CH:21]=[CH:20][CH:19]=1)[CH2:15][CH2:14][CH2:13][CH2:12][CH2:11][CH2:10][CH2:9][N:8]([CH2:25][CH2:24][C:26](=[O:27])[CH3:28])[CH2:7][C:1]1[CH:2]=[CH:3][CH:4]=[CH:5][CH:6]=1. Reported procedure: Dissolve N,N'-bis[(phenyl)methyl]-1,7-heptanediamine (9.3 g, 0.03 mol) in methanol (120 ml) and while stirring the mixture introduce methyl vinyl ketone (5.6 ml, 0.066 mol) in a stream of nitrogen gas. Stir the mixture for 18 hours to yield the title compound. Starting materials: ClC1=CC=C(C=C1)C1=CC=C(N=N1)Cl (6-(p-chlorophenyl)-3-chloropyridazine), CNN (methyl hydrazine). Solvent: C(CCC)O (butanol). Product: ClC1=CC=C(C=C1)C1=CC=C(N=N1)N(N)C (6-(p-chlorophenyl)-3-(1-methylhydrazino)pyridazine). Reaction SMILES: [Cl:1][C:2]1[CH:7]=[CH:6][C:5]([C:8]2[N:13]=[N:12][C:11](Cl)=[CH:10][CH:9]=2)=[CH:4][CH:3]=1.[CH3:15][NH:16][NH2:17]>C(O)CCC>[Cl:1][C:2]1[CH:7]=[CH:6][C:5]([C:8]2[N:13]=[N:12][C:11]([N:16]([CH3:15])[NH2:17])=[CH:10][CH:9]=2)=[CH:4][CH:3]=1. Procedure: A 10.0 g. portion of 6-(p-chlorophenyl)-3-chloropyridazine and 6.1 g. of methyl hydrazine in 125 ml. of butanol is mixed and heated at reflux overnight. The reaction mixture is cooled, filtered, the precipitate is washed with butanol and water and dried. Recrystallization from ethanol gives 6-(p-chlorophenyl)-3-(1-methylhydrazino)pyridazine. As a reaction SMILES: [C:1]([CH3:2])([CH3:3])([CH3:4])[N:5]([SH:6](=[O:7])=[O:8])[c:9]1[c:10](-[c:15]2[cH:16][cH:17][c:18]([CH3:21])[cH:19][cH:20]2)[cH:11][cH:12][cH:13][cH:14]1.[Cl:42][C:43]([Cl:44])([Cl:45])[Cl:46].[N:30]#[C:31][C:32]([N:33]=[N:34][C:35]([C:36]#[N:37])([CH3:38])[CH3:39])([CH3:40])[CH3:41].[O:22]=[C:23]1[N:24]([Br:29])[C:25](=[O:26])[CH2:27][CH2:28]1>>[C:1]([CH3:2])([CH3:3])([CH3:4])[N:5]([SH:6](=[O:7])=[O:8])[c:9]1[c:10](-[c:15]2[cH:16][cH:17][c:18]([CH2:21][Br:29])[cH:19][cH:20]2)[cH:11][cH:12][cH:13][cH:14]1. The product is CC(C)(C)N(c1ccccc1-c1ccc(CBr)cc1)[SH](=O)=O. The reactants are Cc1ccc(-c2ccccc2N([SH](=O)=O)C(C)(C)C)cc1, ClC(Cl)(Cl)Cl, CC(C)(C#N)N=NC(C)(C)C#N, O=C1CCC(=O)N1Br. Reactants: ClC1=CC=C(C=C1)O (4-chlorophenol), ClCCCC#C (5-chloro-1-pentyne), [OH-].[K+] (potassium hydroxide). Reagents/catalysts: [I-].C(CCC)[N+](CCCC)(CCCC)CCCC (tetra-n-butyl ammonium iodide). Run in C(C)O (ethanol), O (water). Yields the product ClC1=CC=C(C=C1)OCCCC#C (1-Chloro-4-(4-pentynyloxy) benzene). As a reaction SMILES: [Cl:1][C:2]1[CH:7]=[CH:6][C:5]([OH:8])=[CH:4][CH:3]=1.Cl[CH2:10][CH2:11][CH2:12][C:13]#[CH:14].[OH-].[K+]>[I-].C([N+](CCCC)(CCCC)CCCC)CCC.C(O)C.O>[Cl:1][C:2]1[CH:7]=[CH:6][C:5]([O:8][CH2:14][CH2:13][CH2:12][C:11]#[CH:10])=[CH:4][CH:3]=1 |f:2.3,4.5|. Reported procedure: To a mixture of 51.4 g (0.4 mol) of 4-chlorophenol, 49.2 g (0.48 mol) of 5-chloro-1-pentyne and 7.36 g (20 mmol) of tetra-n-butyl ammonium iodide in 140 mL of ethanol is added a solution of 24.7 g (0.44 mol) of potassium hydroxide in 24 mL of water over 2 minutes. The mixture is heated to reflux and is maintained for 25 hours. Starting materials: O=C(OCC)C=1SC=CC1. Reagents/catalysts: O1B(OC(C)(C)C1(C)C)B2OC(C)(C)C(O2)(C)C, O=C1C=CC=2C=CC=C(C3=CN=C(C=C3)C=4N=CC=CC4)C2N1, [K].OC(C)(C)C, C[OH2+].C[OH2+].C1CC=CCCC=C1.C1CC=CCCC=C1.[Ir].[Ir]. The solvent is O1CCCC1. Conditions: temperature 80 celsius, time 12 hour. Product: O=C(OCC)C=1SC(=CC1)B2OC(C)(C)C(O2)(C)C. Yield: 93.0%. Starting materials: Cc1ccc2cc(C(=O)O)ccc2n1, COc1ccc(S(N)(=O)=O)cc1. Reagents/catalysts: CCN=C=NCCCN(C)C.Cl (EDC-HCl), CCN(C(C)C)C(C)C (DIPEA), C1=CC=C2C(=C1)N=NN2O (HOBt). Run in CN(C)C=O (DMF), CN(C)C=O (DMF), CN(C)C=O (DMF), CN(C)C=O (DMF), CN(C)C=O (DMF), CN(C)C=O (DMF). Conditions: temperature 25 celsius, time 2 hour. Product: COc1ccc(S(=O)(=O)NC(=O)c2ccc3nc(C)ccc3c2)cc1. Isolated yield 1.2%. As a reaction SMILES: COc1ccc(S(N)(=O)=O)cc1.Cc1ccc2cc(C(=O)O)ccc2n1.CCN=C=NCCCN(C)C.Cl.C1=CC=C2C(=C1)N=NN2O.CCN(C(C)C)C(C)C.CN(C)C=O>>COc1ccc(S(=O)(=O)NC(=O)c2ccc3nc(C)ccc3c2)cc1. Reactants: CC1=CC=C2C=CC(=NC2=C1)C#N (7-methylquinoline-2-carbonitrile), ClC=1C=C(C(=O)OO)C=CC1 (3-chloroperoxybenzoic acid), [OH-].[Ca+2].[OH-] (calcium hydroxide). The solvent is ClCCl (dichloromethane). Run at time 8 hour. The product is CC=1C=CC2=CC=C([N+](=C2C1)[O-])C#N (7-methylquinoline-2-carbonitrile 1-oxide). Reaction SMILES: [CH3:1][C:2]1[CH:11]=[C:10]2[C:5]([CH:6]=[CH:7][C:8]([C:12]#[N:13])=[N:9]2)=[CH:4][CH:3]=1.ClC1C=C(C=CC=1)C(OO)=[O:19].[OH-].[Ca+2].[OH-]>ClCCl>[CH3:1][C:2]1[CH:3]=[CH:4][C:5]2[C:10]([CH:11]=1)=[N+:9]([O-:19])[C:8]([C:12]#[N:13])=[CH:7][CH:6]=2 |f:2.3.4|. Procedure details: To a solution of 7-methylquinoline-2-carbonitrile (14.2 g, 84 mmol) in dichloromethane (400 mL) was added 3-chloroperoxybenzoic acid (50%, 36.4 g, 106 mmol) and stirred at room temperature overnight. Solid calcium hydroxide (7.8 g, 106 mmol) was added and 15 min later the mixture was filtered through celite, rinsed with dichloromethane and the liquors evaporated to dryness to give the crude compound. The compound was purified by flash chromatography on silica gel (eluting with 5% acetone in dich...